From a dataset of the Open Reaction Database (ORD), a public repository of structured organic reaction records. describe an organic reaction: reactants, conditions, products, and yield Starting materials: ClC=1C=C(CNS(=O)(=O)C2=C(C=CC=C2)[N+](=O)[O-])C=CC1Cl (N-(3,4-dichlorobenzyl)-2-nitrobenzenesulfonamide). Reagents/catalysts: [Fe] (iron). Run in C(C)(=O)O (acetic acid). Conditions: temperature 100 celsius, time 45 minute. The product is NC1=C(C=CC=C1)S(=O)(=O)NCC1=CC(=C(C=C1)Cl)Cl (2-amino-N-(3,4-dichlorobenzyl)benzenesulfonamide). Isolated yield 92.7%. RXN SMILES: [Cl:1][C:2]1[CH:3]=[C:4]([CH:19]=[CH:20][C:21]=1[Cl:22])[CH2:5][NH:6][S:7]([C:10]1[CH:15]=[CH:14][CH:13]=[CH:12][C:11]=1[N+:16]([O-])=O)(=[O:9])=[O:8]>C(O)(=O)C.[Fe]>[NH2:16][C:11]1[CH:12]=[CH:13][CH:14]=[CH:15][C:10]=1[S:7]([NH:6][CH2:5][C:4]1[CH:19]=[CH:20][C:21]([Cl:22])=[C:2]([Cl:1])[CH:3]=1)(=[O:9])=[O:8]. Procedure: A mixture of N-(3,4-dichlorobenzyl)-2-nitrobenzenesulfonamide (4 g) and iron (2 g) in acetic acid (30 ml) was stirred at 100° C. for 45 minutes. After cooling, the iron was filtered off. The filtrate was made alkaline with a diluted aqueous sodium hydroxide and extracted with ethyl acetate. The extract was washed with water, dried and evaporated. Recrystallization from ethyl ether gave 2-amino-N-(3,4-dichlorobenzyl)benzenesulfonamide (3.40 g). Reactants: OCC1=NC2=C(N1CCCC#N)C=CC=C2 (4-(2-hydroxymethyl-benzoimidazol-1-yl)-butyronitrile), S(=O)(Cl)Cl (thionyl chloride). The solvent is C(Cl)Cl (CH2Cl2). Reaction conditions: time 1 hour. The product is ClCC1=NC2=C(N1CCCC#N)C=CC=C2 (4-(2-chloromethyl-benzoimidazol-1-yl)-butyronitrile). RXN SMILES: O[CH2:2][C:3]1[N:7]([CH2:8][CH2:9][CH2:10][C:11]#[N:12])[C:6]2[CH:13]=[CH:14][CH:15]=[CH:16][C:5]=2[N:4]=1.S(Cl)([Cl:19])=O>C(Cl)Cl>[Cl:19][CH2:2][C:3]1[N:7]([CH2:8][CH2:9][CH2:10][C:11]#[N:12])[C:6]2[CH:13]=[CH:14][CH:15]=[CH:16][C:5]=2[N:4]=1. Procedure: To 4-(2-hydroxymethyl-benzoimidazol-1-yl)-butyronitrile, 68, (22 g, 102.2 mmol) suspended in CH2Cl2 (100 mL), thionyl chloride (15.81 g, 132.9 mmol) was slowly added with ice-water bath cooling. The ice bath was removed. The solution was stirred at room temperature for 1 hour and then evaporated. The residue was triturated with EtOAc to give a nearly quantitative yield of 4-(2-chloromethyl-benzoimidazol-1-yl)-butyronitrile, 69, as light gray powder. Starting materials: CN(C)C=O, CN(C)CCO, Fc1ccc(Br)cc1CBr, [H-], [Na+]. Yields the product CN(C)CCOCc1cc(Br)ccc1F. As a reaction SMILES: [CH3:19][N:20]([CH3:21])[CH:22]=[O:23].[CH3:1][N:2]([CH3:3])[CH2:4][CH2:5][OH:6].[F:9][c:10]1[c:11]([CH2:12][Br:13])[cH:14][c:15]([Br:18])[cH:16][cH:17]1.[H-:7].[Na+:8]>>[CH3:1][N:2]([CH3:3])[CH2:4][CH2:5][O:6][CH2:12][c:11]1[c:10]([F:9])[cH:17][cH:16][c:15]([Br:18])[cH:14]1.